This data is from the Open Reaction Database (ORD), a public repository of structured organic reaction records. The task is: describe an organic reaction: reactants, conditions, products, and yield Starting materials: Cl.NCC(=O)NC(C1=CC=CC=C1)C1=CC=C(C=C1)Cl (rac-2-amino-N-[(4-chloro-phenyl)-phenyl-methyl]-acetamide hydrochloride), N1=CC=NC2=CC(=CC=C12)C(=O)O (quinoxaline-6-carboxylic acid). Yields the product ClC1=CC=C(C=C1)C(C1=CC=CC=C1)NC(=O)CNC(=O)C=1C=C2N=CC=NC2=CC1 (rac-Quinoxaline-6-carboxylic acid ({[(4-chloro-phenyl)-phenyl-methyl]-carbamoyl}-methyl)-amide). As a reaction SMILES: Cl.[NH2:2][CH2:3][C:4]([NH:6][CH:7]([C:14]1[CH:19]=[CH:18][C:17]([Cl:20])=[CH:16][CH:15]=1)[C:8]1[CH:13]=[CH:12][CH:11]=[CH:10][CH:9]=1)=[O:5].[N:21]1[C:30]2[C:25](=[CH:26][C:27]([C:31](O)=[O:32])=[CH:28][CH:29]=2)[N:24]=[CH:23][CH:22]=1>>[Cl:20][C:17]1[CH:18]=[CH:19][C:14]([CH:7]([NH:6][C:4]([CH2:3][NH:2][C:31]([C:27]2[CH:26]=[C:25]3[C:30](=[CH:29][CH:28]=2)[N:21]=[CH:22][CH:23]=[N:24]3)=[O:32])=[O:5])[C:8]2[CH:13]=[CH:12][CH:11]=[CH:10][CH:9]=2)=[CH:15][CH:16]=1 |f:0.1|. Procedure: Prepared in analogy to example 1.12 from rac-2-amino-N-[(4-chloro-phenyl)-phenyl-methyl]-acetamide hydrochloride (Example 3.1) and quinoxaline-6-carboxylic acid.